This data is from the Open Reaction Database (ORD), a public repository of structured organic reaction records. The task is: describe an organic reaction: reactants, conditions, products, and yield Reactants: O=C([O-])[O-], CCC(NS(=O)C(C)(C)C)c1ccnc(C#N)c1, CS(C)=O, CCOC(C)=O, [K+], [K+], OO. Yields the product CCC(NS(=O)C(C)(C)C)c1ccnc(C(N)=O)c1. RXN SMILES: [C:19]([O-:20])(=[O:21])[O-:22].[C:1](#[N:2])[c:3]1[n:4][cH:5][cH:6][c:7]([CH:9]([CH2:10][CH3:11])[NH:12][S:13](=[O:14])[C:15]([CH3:16])([CH3:17])[CH3:18])[cH:8]1.[CH3:27][S:28]([CH3:29])=[O:30].[CH3:31][CH2:32][O:33][C:34](=[O:35])[CH3:36].[K+:23].[K+:24].[OH:25][OH:26]>>[C:1]([NH2:2])([c:3]1[n:4][cH:5][cH:6][c:7]([CH:9]([CH2:10][CH3:11])[NH:12][S:13](=[O:14])[C:15]([CH3:16])([CH3:17])[CH3:18])[cH:8]1)=[O:20]. Starting materials: CNC (dimethylamine), FC(C1=CC=C(C=C1)C1=NC=2C(=NC=CC2)N1CC(=O)O)(F)F (2-(4-trifluoromethylphenyl)-3H-imidazo[4,5-b]pyridine-3-acetic acid), C(=O)(N1C=NC=C1)N1C=NC=C1 (1,1'-carbonyldiimidazole), CNC (dimethylamine). Run in O1CCCC1 (tetrahydrofuran), O1CCCC1 (tetrahydrofuran). Run at time 2 hour. Product: CN(C(CN1C(=NC=2C1=NC=CC2)C2=CC=C(C=C2)C(F)(F)F)=O)C (N,N-Dimethyl-2-[4-(trifluoromethyl)phenyl]-3H-imidazo[4,5-b]pyridine-3-acetamide). Yield: 32.9%. As a reaction SMILES: [F:1][C:2]([F:23])([F:22])[C:3]1[CH:8]=[CH:7][C:6]([C:9]2[N:17]([CH2:18][C:19]([OH:21])=O)[C:12]3=[N:13][CH:14]=[CH:15][CH:16]=[C:11]3[N:10]=2)=[CH:5][CH:4]=1.[C:24](N1C=CN=C1)([N:26]1C=CN=[CH:27]1)=O.CNC>O1CCCC1>[CH3:24][N:26]([CH3:27])[C:19](=[O:21])[CH2:18][N:17]1[C:12]2=[N:13][CH:14]=[CH:15][CH:16]=[C:11]2[N:10]=[C:9]1[C:6]1[CH:5]=[CH:4][C:3]([C:2]([F:22])([F:23])[F:1])=[CH:8][CH:7]=1. Procedure details: A suspension of 2-(4-trifluoromethylphenyl)-3H-imidazo[4,5-b]pyridine-3-acetic acid (10.0 g, 0.031 mole), 1,1'-carbonyldiimidazole (6.0 g, 0.037 mole), and dry tetrahydrofuran (200 ml) was stirred at room temperature for 2 hr. with a stream of nitrogen bubbling through it. The suspension was heated at 50° C. under nitrogen for 2 hr, cooled in ice and treated with a solution of dimethylamine in tetrahydrofuran (4.22 g of dimethylamine in 40 ml of tetrahydrofuran.) The solution was stirred at room... The reactants are CN(C)C=O, CS(=O)(=O)OCCC1CCC(n2cc(-c3ccc(Oc4ccccc4)cc3)c3c(N)ncnc32)CC1, [H-], [Na+], c1c[nH]cn1. Yields the product Nc1ncnc2c1c(-c1ccc(Oc3ccccc3)cc1)cn2C1CCC(CCn2ccnc2)CC1. Reaction SMILES: [CH3:44][N:45]([CH3:46])[CH:47]=[O:48].[CH3:6][S:7]([O:8][CH2:11][CH2:12][CH:13]1[CH2:14][CH2:15][CH:16]([n:19]2[cH:20][c:21](-[c:29]3[cH:30][cH:31][c:32]([O:35][c:36]4[cH:37][cH:38][cH:39][cH:40][cH:41]4)[cH:33][cH:34]3)[c:22]3[c:23]2[n:24][cH:25][n:26][c:27]3[NH2:28])[CH2:17][CH2:18]1)(=[O:9])=[O:10].[H-:42].[Na+:43].[nH:1]1[cH:2][n:3][cH:4][cH:5]1>>[n:1]1([CH2:11][CH2:12][CH:13]2[CH2:14][CH2:15][CH:16]([n:19]3[cH:20][c:21](-[c:29]4[cH:30][cH:31][c:32]([O:35][c:36]5[cH:37][cH:38][cH:39][cH:40][cH:41]5)[cH:33][cH:34]4)[c:22]4[c:23]3[n:24][cH:25][n:26][c:27]4[NH2:28])[CH2:17][CH2:18]2)[cH:2][n:3][cH:4][cH:5]1. Reactants: C(C)N(C1=CC=C(C=O)C=C1)CC (p-diethylaminobenzaldehyde), OC1CC(C2=CC=CC=C12)=O (3-hydroxy-1-indanone), N1CCCCC1 (piperidine). Run in ice water, ClCCCC (1-chlorobutane). Run at time 1.5 hour. Product: OC1C(C(C2=CC=CC=C12)=O)=CC1=CC=C(C=C1)N(CC)CC (3-Hydroxy-2-(p-Diethylaminophenyl-methylidene)-1-Indanone). Yield: 44.0%. RXN SMILES: [CH2:1]([N:3]([CH2:12][CH3:13])[C:4]1[CH:11]=[CH:10][C:7]([CH:8]=O)=[CH:6][CH:5]=1)[CH3:2].[OH:14][CH:15]1[C:23]2[C:18](=[CH:19][CH:20]=[CH:21][CH:22]=2)[C:17](=[O:24])[CH2:16]1.N1CCCCC1>ClCCCC>[OH:24][CH:17]1[C:18]2[C:23](=[CH:22][CH:21]=[CH:20][CH:19]=2)[C:15](=[O:14])[C:16]1=[CH:8][C:7]1[CH:10]=[CH:11][C:4]([N:3]([CH2:12][CH3:13])[CH2:1][CH3:2])=[CH:5][CH:6]=1. Procedure: A mixture of 56.6 g.(0.32 mole) of p-diethylaminobenzaldehyde, 47.36 g. (0.32 mole) of 3-hydroxy-1-indanone and 7 ml. of piperidine was then heated with magnetic stirring to 80°-100° C. for 1.5 hours (the mixture is a melt at the reaction temperature). The mixture was cooled in ice water, 90 ml. of 1-chlorobutane and seed was added. The product tended to come out as a gum; the solution was therefore heated, cooled (seeded) and muddy brown solid separated. The product was collected by filtration ...